From a dataset of the Open Reaction Database (ORD), a public repository of structured organic reaction records. describe an organic reaction: reactants, conditions, products, and yield Reactants: CCN=C=NCCCN(C)C, CCOC(C)=O, Cl, Nc1cccc2ccccc12, O, On1nnc2ccccc21, CC(C)(C)OC(=O)NCCCCC(NC(=O)OCc1cccc2c1Cc1ccccc1-2)C(=O)O. The product is CC(C)(C)OC(=O)NCCCCC(NC(=O)OCc1cccc2c1Cc1ccccc1-2)C(=O)Nc1cccc2ccccc12. As a reaction SMILES: [CH2:12]([N:13]=[C:14]=[N:15][CH2:16][CH2:17][CH2:18][N:19]([CH3:20])[CH3:21])[CH3:22].[CH3:69][CH2:70][O:71][C:72](=[O:73])[CH3:74].[ClH:11].[NH2:57][c:58]1[cH:59][cH:60][cH:61][c:62]2[cH:63][cH:64][cH:65][cH:66][c:67]12.[OH2:68].[OH:1][n:2]1[c:3]2[cH:4][cH:5][cH:6][cH:7][c:8]2[n:9][n:10]1.[c:23]1([CH2:36][O:37][C:38](=[O:39])[NH:40][CH:41]([CH2:42][CH2:43][CH2:44][CH2:45][NH:46][C:47](=[O:48])[O:49][C:50]([CH3:51])([CH3:52])[CH3:53])[C:54](=[O:55])[OH:56])[cH:24][cH:25][cH:26][c:27]2[c:35]1[CH2:34][c:33]1[c:28]-2[cH:29][cH:30][cH:31][cH:32]1>>[c:23]1([CH2:36][O:37][C:38](=[O:39])[NH:40][CH:41]([CH2:42][CH2:43][CH2:44][CH2:45][NH:46][C:47](=[O:48])[O:49][C:50]([CH3:51])([CH3:52])[CH3:53])[C:54](=[O:55])[NH:57][c:58]2[cH:59][cH:60][cH:61][c:62]3[cH:63][cH:64][cH:65][cH:66][c:67]23)[cH:24][cH:25][cH:26][c:27]2[c:35]1[CH2:34][c:33]1[c:28]-2[cH:29][cH:30][cH:31][cH:32]1. Reactants: CCOC(=O)COc1c(C(N)=O)sc(Br)c1Br, Clc1nc(Cl)nc(Cl)n1, CN(C)C=O, O. Yields the product CCOC(=O)COc1c(C#N)sc(Br)c1Br. RXN SMILES: [CH2:1]([CH3:2])[O:3][C:4]([CH2:5][O:6][c:7]1[c:8]([C:14]([NH2:15])=[O:16])[s:9][c:10]([Br:13])[c:11]1[Br:12])=[O:17].[Cl:18][c:19]1[n:20][c:21]([Cl:22])[n:23][c:24]([Cl:25])[n:26]1.[O:27]=[CH:28][N:29]([CH3:30])[CH3:31].[OH2:32]>>[CH2:1]([CH3:2])[O:3][C:4]([CH2:5][O:6][c:7]1[c:8]([C:14]#[N:15])[s:9][c:10]([Br:13])[c:11]1[Br:12])=[O:17]. Reactants: ClC(CO)(Cl)Cl (2,2,2-trichloroethanol), C(C1=CC=CC=C1)OC(=O)N1CC2=CC=C(C=C2CC1)N1N=C(C=C1C(=O)O)C(C)(C)C (1-(2-(benzyloxycarbonyl)-1,2,3,4-tetrahydroisoquinolin-6-yl)-3-t-butyl-1H-pyrazole-5-carboxylic acid), TEA, C=1C=CC(=CC1)P(=O)(C=2C=CC=CC2)N=[N+]=[N-] (DPPA), O1CCOCC1 (1,4-dioxane). Run in [Cl-].[Na+].O (brine). Reaction conditions: temperature 100 celsius, time 30 minute. Product: C(C)(C)(C)C1=NN(C(=C1)NC(=O)OCC(Cl)(Cl)Cl)C=1C=C2CCN(CC2=CC1)C(=O)OCC1=CC=CC=C1 (benzyl 6-(3-tert-butyl-5-((2,2,2-trichloroethoxy)carbonyl)amino-1H-pyrazol-1-yl)-3,4-dihydroisoquinoline-2(1H)-carboxylate). Yield: 61.0%. Reaction SMILES: [CH2:1]([O:8][C:9]([N:11]1[CH2:20][CH2:19][C:18]2[C:13](=[CH:14][CH:15]=[C:16]([N:21]3[C:25](C(O)=O)=[CH:24][C:23]([C:29]([CH3:32])([CH3:31])[CH3:30])=[N:22]3)[CH:17]=2)[CH2:12]1)=[O:10])[C:2]1[CH:7]=[CH:6][CH:5]=[CH:4][CH:3]=1.C1C=CC(P([N:47]=[N+]=[N-])(C2C=CC=CC=2)=O)=CC=1.[Cl:50][C:51]([Cl:55])([Cl:54])[CH2:52][OH:53].[O:56]1[CH2:61]COCC1>[Cl-].[Na+].O>[C:29]([C:23]1[CH:24]=[C:25]([NH:47][C:61]([O:53][CH2:52][C:51]([Cl:55])([Cl:54])[Cl:50])=[O:56])[N:21]([C:16]2[CH:17]=[C:18]3[C:13](=[CH:14][CH:15]=2)[CH2:12][N:11]([C:9]([O:8][CH2:1][C:2]2[CH:3]=[CH:4][CH:5]=[CH:6][CH:7]=2)=[O:10])[CH2:20][CH2:19]3)[N:22]=1)([CH3:32])([CH3:30])[CH3:31] |f:4.5.6|. Procedure: To a stirring solution of 1-(2-(benzyloxycarbonyl)-1,2,3,4-tetrahydroisoquinolin-6-yl)-3-tert-butyl-1H-pyrazole-5-carboxylic acid from Example B1 (0.320 g, 0.738 mmol, 1.0 eq) and TEA (0.118 ml, 0.849 mmol, 1.15 eq) in 1,4-dioxane (7.5 ml) at 20° C. was added DPPA (0.183 ml, 0.849 mmol, 1.15 eq). After 30 min, 2,2,2-trichloroethanol (1.0 ml, 10.4 mmol, 14 eq) was added and the reaction was stirred with heating at 100° C. After 4 h, the completed reaction was diluted with brine and extracted with... Reactants: O=C1NC=CC(=C1)OC1CCN(CC1)C(=O)OCC1=CC=CC=C1 (benzyl 4-(2-oxo-1,2-dihydropyridin-4-yloxy)piperidine-1-carboxylate), BrC1=CC=C(C=C1)SC ((4-bromophenyl)(methyl)sulfane), N1=CC=CC2=CC=CC(=C12)O (quinolin-8-ol), C([O-])([O-])=O.[K+].[K+] (potassium carbonate). Reagents/catalysts: [Cu]I (Copper(I) iodide). The solvent is O (H2O), CS(=O)C (DMSO). Run at temperature 145 celsius, time 8 hour. Product: CSC1=CC=C(C=C1)N1C(C=C(C=C1)OC1CCN(CC1)C(=O)OCC1=CC=CC=C1)=O (benzyl 4-(1-(4-(methylthio)phenyl)-2-oxo-1,2-dihydropyridin-4-yloxy)piperidine-1-carboxylate). Yield: 95.4%. As a reaction SMILES: [O:1]=[C:2]1[CH:7]=[C:6]([O:8][CH:9]2[CH2:14][CH2:13][N:12]([C:15]([O:17][CH2:18][C:19]3[CH:24]=[CH:23][CH:22]=[CH:21][CH:20]=3)=[O:16])[CH2:11][CH2:10]2)[CH:5]=[CH:4][NH:3]1.Br[C:26]1[CH:31]=[CH:30][C:29]([S:32][CH3:33])=[CH:28][CH:27]=1.N1C2C(=CC=CC=2O)C=CC=1.C(=O)([O-])[O-].[K+].[K+]>CS(C)=O.O.[Cu]I>[CH3:33][S:32][C:29]1[CH:30]=[CH:31][C:26]([N:3]2[CH:4]=[CH:5][C:6]([O:8][CH:9]3[CH2:14][CH2:13][N:12]([C:15]([O:17][CH2:18][C:19]4[CH:20]=[CH:21][CH:22]=[CH:23][CH:24]=4)=[O:16])[CH2:11][CH2:10]3)=[CH:7][C:2]2=[O:1])=[CH:27][CH:28]=1 |f:3.4.5|. Reported procedure: A mixture of benzyl 4-(2-oxo-1,2-dihydropyridin-4-yloxy)piperidine-1-carboxylate (697 mg, 2.12 mmol), (4-bromophenyl)(methyl)sulfane (431 mg, 2.12 mmol, Aldrich), quinolin-8-ol (61.6 mg, 0.425 mmol, Alfa Aesar), potassium carbonate (381 mg, 2.76 mmol, EMD), Copper(I) iodide (81 mg, 0.43 mmol, Alfa Aesar) in DMSO (6 mL) was stirred at 145° C. overnight under Argon. The resulting mixture was diluted with H2O and extracted with EtOAc (2×). The combined organic layers were washed with brine, dried o... The reactants are ClC=1C(=C(C(=C(C1)C(C)=O)O)I)C (1-(5-chloro-2-hydroxy-3-iodo-4-methylphenyl)ethanone), S(=O)(=O)(OC)OC (dimethyl sulfate), C([O-])([O-])=O.[K+].[K+] (potassium carbonate). Solvent: CC(=O)C (acetone). Yields the product ClC=1C(=C(C(=C(C1)C(C)=O)OC)I)C (1-(5-Chloro-3-iodo-2-methoxy-4-methylphenyl)ethanone). The yield is 86.6%. Reaction SMILES: [Cl:1][C:2]1[C:3]([CH3:13])=[C:4]([I:12])[C:5]([OH:11])=[C:6]([C:8](=[O:10])[CH3:9])[CH:7]=1.S(OC)(O[CH3:18])(=O)=O.C(=O)([O-])[O-].[K+].[K+]>CC(C)=O>[Cl:1][C:2]1[C:3]([CH3:13])=[C:4]([I:12])[C:5]([O:11][CH3:18])=[C:6]([C:8](=[O:10])[CH3:9])[CH:7]=1 |f:2.3.4|. Procedure: A mixture of 1-(5-chloro-2-hydroxy-3-iodo-4-methylphenyl)ethanone (10 g, 32 mmol), dimethyl sulfate (3.7 mL, 39 mmol) and potassium carbonate (8.9 g, 64 mmol) in acetone (200 mL) was heated at reflux overnight. After evaporation to dryness, the mixture was diluted with water and extracted with ethyl acetate. The combined organic layers were washed with brine, dried over sodium sulfate, filtered and evaporated to dryness. The residue was purified on silica gel, eluting with 0 to 20% ethyl acetate... Starting materials: ClC=1C=CC2=C(C(=NC=3C(N2)=CSC3)N3CCN(CC3)C)C1 (7-chloro-9-(4-methyl-1-piperazinyl)-4H-thieno[3,4-b][1,4]benzodiazepine), [BH4-].[Na+] (sodium borohydride), [OH-].[NH4+] (ammonium hydroxide), C(=O)O (formic acid), [BH4-].[Na+] (sodium borohydride), O (water). The product is C(\C=C\C(=O)O)(=O)O.ClC=1C=CC2=C(C(=NC=3C(N2C)=CSC3)N3CCN(CC3)C)C1 (7-Chloro-4-methyl-9-(4-methyl-1-piperazinyl)-4H-thieno[ 3,4-b][1,4]benzodiazepine fumarate). As a reaction SMILES: [Cl:1][C:2]1[CH:3]=[CH:4][C:5]2[NH:11][C:10]3=[CH:12][S:13][CH:14]=[C:9]3[N:8]=[C:7]([N:15]3[CH2:20][CH2:19][N:18]([CH3:21])[CH2:17][CH2:16]3)[C:6]=2[CH:22]=1.[CH:23]([OH:25])=[O:24].[BH4-].[Na+].[OH-:28].[NH4+].[OH2:30]>>[C:2]([OH:30])(=[O:28])/[CH:22]=[CH:6]/[C:23]([OH:25])=[O:24].[Cl:1][C:2]1[CH:3]=[CH:4][C:5]2[N:11]([CH3:23])[C:10]3=[CH:12][S:13][CH:14]=[C:9]3[N:8]=[C:7]([N:15]3[CH2:16][CH2:17][N:18]([CH3:21])[CH2:19][CH2:20]3)[C:6]=2[CH:22]=1 |f:2.3,4.5,7.8|. Procedure: A mixture of 1.8 g. of 7-chloro-9-(4-methyl-1-piperazinyl)-4H-thieno[3,4-b][1,4]benzodiazepine in 20 ml. of 95-97% formic acid is stirred and cooled. A 2 g. portion of sodium borohydride pellets is added over 30 minutes. The mixture is stirred for several hours with the incremental addition of more sodium borohydride until thin layer chromatography shows that no more starting material remains. The mixture is cooled, water is added and the mixture is made alkaline with ammonium hydroxide. The mix... The reactants are Cl.NO (hydroxylamine hydrochloride), C(#N)C(C)(C)NC(=O)C1=C(C2=CC=CC=C2C=C1)OCC=1C=NC(=CC1)C(F)(F)F (1-(6-trifluoromethyl-pyridin-3-yl-methoxy)-naphthalene-2-carboxylic acid (cyano-dimethyl-methyl)-amide), C([O-])([O-])=O.[K+].[K+] (potassium carbonate). Run in C(C)O (ethanol), C(C)(=O)OCC (ethyl acetate). The product is ONC(=N)C(C)(C)NC(=O)C1=C(C2=CC=CC=C2C=C1)OCC=1C=NC(=CC1)C(F)(F)F (1-(6-trifluoromethyl-pyridin-3-yl-methoxy)-naphthalene-2-carboxylic acid [1-(N-hydroxycarbamimidoyl)-1-methyl-ethyl]-amide). The yield is 10.3%. Reaction SMILES: Cl.[NH2:2][OH:3].[C:4]([C:6]([NH:9][C:10]([C:12]1[CH:21]=[CH:20][C:19]2[C:14](=[CH:15][CH:16]=[CH:17][CH:18]=2)[C:13]=1[O:22][CH2:23][C:24]1[CH:25]=[N:26][C:27]([C:30]([F:33])([F:32])[F:31])=[CH:28][CH:29]=1)=[O:11])([CH3:8])[CH3:7])#[N:5].C(=O)([O-])[O-].[K+].[K+]>C(O)C.C(OCC)(=O)C>[OH:3][NH:2][C:4]([C:6]([NH:9][C:10]([C:12]1[CH:21]=[CH:20][C:19]2[C:14](=[CH:15][CH:16]=[CH:17][CH:18]=2)[C:13]=1[O:22][CH2:23][C:24]1[CH:25]=[N:26][C:27]([C:30]([F:31])([F:33])[F:32])=[CH:28][CH:29]=1)=[O:11])([CH3:8])[CH3:7])=[NH:5] |f:0.1,3.4.5|. Procedure: 0.16 g hydroxylamine hydrochloride was added to a room temperature solution of 0.28 g 1-(6-trifluoromethyl-pyridin-3-yl-methoxy)-naphthalene-2-carboxylic acid (cyano-dimethyl-methyl)-amide and 0.50 g potassium carbonate in 5 ml 95% ethanol, and the resulting mixture was heated at reflux for 24 h. The reaction mixture was cooled to room temperature, diluted with 100 ml ethyl acetate, and was washed twice with 100 ml sat. sodium hydrogen carbonate solution and 100 ml brine. The combined organic la... Starting materials: COC(C(C(O)C1=C(C=C(C=C1)O[Si](C)(C)C(C)(C)C)OC)OC)=O (3-[4-(tert-Butyl-dimethyl-silanyloxy)-2-methoxy-phenyl]-3-hydroxy-2-methoxy-propionic acid methyl ester), S(=O)(=O)(C)Cl (Mesylchloride), Mg. Reagents/catalysts: CN(C)C=1C=CN=CC1 (DMAP). The solvent is CO (methanol), ClCCl (dichloromethane), CCOCC (ether). Conditions: temperature 0 celsius. Product: COC(C(CC1=C(C=C(C=C1)O[Si](C)(C)C(C)(C)C)OC)OC)=O (3-[4-(tert-Butyl-dimethyl-silanyloxy)-2-methoxy-phenyl]-2-methoxy-propionic acid methyl ester). RXN SMILES: [CH3:1][O:2][C:3](=[O:25])[CH:4]([O:23][CH3:24])[CH:5]([C:7]1[CH:12]=[CH:11][C:10]([O:13][Si:14]([C:17]([CH3:20])([CH3:19])[CH3:18])([CH3:16])[CH3:15])=[CH:9][C:8]=1[O:21][CH3:22])O.S(Cl)(C)(=O)=O>CN(C1C=CN=CC=1)C.ClCCl.CCOCC.CO>[CH3:1][O:2][C:3](=[O:25])[CH:4]([O:23][CH3:24])[CH2:5][C:7]1[CH:12]=[CH:11][C:10]([O:13][Si:14]([C:17]([CH3:19])([CH3:20])[CH3:18])([CH3:15])[CH3:16])=[CH:9][C:8]=1[O:21][CH3:22]. Reported procedure: A mixture of 3-[4-(tert-Butyl-dimethyl-silanyloxy)-2-methoxy-phenyl]-3-hydroxy-2-methoxy-propionic acid methyl ester (1 eq), Mesylchloride (1 eq) triethylamine (4 eq) and a catalytic amount of DMAP (0.1 eq) in dichloromethane was stirred at room temperature over night. The reaction mixture was diluted with ether and washed with HCl 1N. Dried and concentrated in vacuo to give a residue which was chromatographed in silica gel to yield a compound which was dissolved in methanol was treated with Mg ... Reactants: CO, COC(=O)C(C)=Cc1cccc(C(C)(C)N)c1, [Mg]. Yields the product COC(=O)C(C)Cc1cccc(C(C)(C)N)c1. Reaction SMILES: [CH3:19][OH:20].[CH3:1][O:2][C:3]([C:4](=[CH:5][c:6]1[cH:7][c:8]([C:12]([CH3:13])([CH3:14])[NH2:15])[cH:9][cH:10][cH:11]1)[CH3:16])=[O:17].[Mg:18]>>[CH3:1][O:2][C:3]([CH:4]([CH2:5][c:6]1[cH:7][c:8]([C:12]([CH3:13])([CH3:14])[NH2:15])[cH:9][cH:10][cH:11]1)[CH3:16])=[O:17].